The task is: describe an organic reaction: reactants, conditions, products, and yield. This data is from the Open Reaction Database (ORD), a public repository of structured organic reaction records. The reactants are COC(=O)c1cccc2nc(Nc3c(C)cc(Br)cc3OC)n(C)c12, [Li+], C1CCOC1, [OH-], O, O. Yields the product COc1cc(Br)cc(C)c1Nc1nc2cccc(C(=O)O)c2n1C. RXN SMILES: [Br:1][c:2]1[cH:3][c:4]([O:24][CH3:25])[c:5]([NH:9][c:10]2[n:11][c:12]3[c:13]([n:14]2[CH3:15])[c:16]([C:20](=[O:21])[O:22][CH3:23])[cH:17][cH:18][cH:19]3)[c:6]([CH3:8])[cH:7]1.[Li+:28].[O:29]1[CH2:30][CH2:31][CH2:32][CH2:33]1.[OH-:27].[OH2:26].[OH2:34]>>[Br:1][c:2]1[cH:3][c:4]([O:24][CH3:25])[c:5]([NH:9][c:10]2[n:11][c:12]3[c:13]([n:14]2[CH3:15])[c:16]([C:20](=[O:21])[OH:22])[cH:17][cH:18][cH:19]3)[c:6]([CH3:8])[cH:7]1. Starting materials: COc1ccc(C2CCNCC2)cc1, O, Cc1ccc(S(=O)(=O)Cl)cc1, c1ccncc1. Product: COc1ccc(C2CCN(S(=O)(=O)c3ccc(C)cc3)CC2)cc1. Reaction SMILES: [CH3:18][O:19][c:20]1[cH:21][cH:22][c:23]([CH:26]2[CH2:27][CH2:28][NH:29][CH2:30][CH2:31]2)[cH:24][cH:25]1.[OH2:32].[c:1]1([CH3:11])[cH:2][cH:3][c:4]([S:7](=[O:8])(=[O:9])[Cl:10])[cH:5][cH:6]1.[cH:12]1[cH:13][cH:14][n:15][cH:16][cH:17]1>>[c:1]1([CH3:11])[cH:2][cH:3][c:4]([S:7](=[O:8])(=[O:9])[N:29]2[CH2:28][CH2:27][CH:26]([c:23]3[cH:22][cH:21][c:20]([O:19][CH3:18])[cH:25][cH:24]3)[CH2:31][CH2:30]2)[cH:5][cH:6]1. Starting materials: ClC1=CC=C2C(C(=CN(C2=C1)C1=C(C=CC=C1)Cl)C)=O (7-chloro-1-(2-chloro-phenyl)-3-methyl-1H-quinolin-4-one), BrN1C(CCC1=O)=O (N-bromosuccinimide), CC(C)(C#N)N=NC(C)(C)C#N (AIBN). Run in C(Cl)(Cl)(Cl)Cl (carbon tetrachloride). Product: BrCC1=CN(C2=CC(=CC=C2C1=O)Cl)C1=C(C=CC=C1)Cl (3-bromomethyl-7-chloro-1-(2-chloro-phenyl)-1H-quinolin-4-one). Reaction SMILES: [Cl:1][C:2]1[CH:11]=[C:10]2[C:5]([C:6](=[O:20])[C:7]([CH3:19])=[CH:8][N:9]2[C:12]2[CH:17]=[CH:16][CH:15]=[CH:14][C:13]=2[Cl:18])=[CH:4][CH:3]=1.[Br:21]N1C(=O)CCC1=O.CC(N=NC(C#N)(C)C)(C#N)C>C(Cl)(Cl)(Cl)Cl>[Br:21][CH2:19][C:7]1[C:6](=[O:20])[C:5]2[C:10](=[CH:11][C:2]([Cl:1])=[CH:3][CH:4]=2)[N:9]([C:12]2[CH:17]=[CH:16][CH:15]=[CH:14][C:13]=2[Cl:18])[CH:8]=1. Procedure: To a 25 mL round-bottom flask was added 7-chloro-1-(2-chloro-phenyl)-3-methyl-1H-quinolin-4-one (324 mg, 1.07 mmol), N-bromosuccinimide (219 mg, 1.23 mmol), AIBN (33.0 mg, 201 μmol) and carbon tetrachloride (9 mL). The mixture was heated at reflux for 2 hr. The reaction mixture was cooled to room temperature and then placed in an ice bath. The solvent was decanted and the residue was then rinsed with a very small amount of dichloromethane. The supernatant was concentrated and the crude 3-bromome... Reactants: COC=1C=C(C=C(C1OC)OC)NC1=NC(=NC2=CC=CC=C12)C ((3,4,5-trimethoxy-phenyl)-(2-methyl-quinazolin-4-yl)-amine), CI (methyl iodide), [H-].[Na+] (sodium hydride). Run in CN(C)C=O (DMF). The product is COC=1C=C(C=C(C1OC)OC)N(C)C1=NC(=NC2=CC=CC=C12)C ((3,4,5-trimethoxy-phenyl)-(2-methyl-quinazolin-4-yl)-methylamine), white solids. The yield is 27.0%. Reaction SMILES: [CH3:1][O:2][C:3]1[CH:4]=[C:5]([NH:13][C:14]2[C:23]3[C:18](=[CH:19][CH:20]=[CH:21][CH:22]=3)[N:17]=[C:16]([CH3:24])[N:15]=2)[CH:6]=[C:7]([O:11][CH3:12])[C:8]=1[O:9][CH3:10].[CH3:25]I.[H-].[Na+]>CN(C=O)C>[CH3:1][O:2][C:3]1[CH:4]=[C:5]([N:13]([C:14]2[C:23]3[C:18](=[CH:19][CH:20]=[CH:21][CH:22]=3)[N:17]=[C:16]([CH3:24])[N:15]=2)[CH3:25])[CH:6]=[C:7]([O:11][CH3:12])[C:8]=1[O:9][CH3:10] |f:2.3|. Procedure details: The title compound was prepared from (3,4,5-trimethoxy-phenyl)-(2-methyl-quinazolin-4-yl)-amine (232 mg, 0.71 mmol), methyl iodide (0.07 ml, 1.08 mmol), sodium hydride (43 mg, 1.08 mmol, 60% oil dispersion) in DMF similar to example 21 to give 65 mg (27%) of white solids. 1H NMR (CDCl3): 7.75 (d, J=8.4 Hz, 1H), 7.58-7.53 (m, 1H), 7.11-7.00 (m, 2H), 6.39 (s, 2H), 3.88 (s, 3H), 3.73 (s, 6H), 3.62 (s, 3H), 2.74 (s, 3H).